Dataset: the Open Reaction Database (ORD), a public repository of structured organic reaction records. Task: describe an organic reaction: reactants, conditions, products, and yield Starting materials: CC1(C)CC(c2cccc(N)c2)Nc2ccc(Cl)cc21, O=S(=O)(Cl)c1cccc(F)c1, c1ccncc1. Product: CC1(C)CC(c2cccc(NS(=O)(=O)c3cccc(F)c3)c2)Nc2ccc(Cl)cc21. Reaction SMILES: [Cl:1][c:2]1[cH:3][c:4]2[c:9]([cH:10][cH:11]1)[NH:8][CH:7]([c:12]1[cH:13][c:14]([NH2:18])[cH:15][cH:16][cH:17]1)[CH2:6][C:5]2([CH3:19])[CH3:20].[F:21][c:22]1[cH:23][c:24]([S:28](=[O:29])(=[O:30])[Cl:31])[cH:25][cH:26][cH:27]1.[cH:32]1[cH:33][cH:34][n:35][cH:36][cH:37]1>>[Cl:1][c:2]1[cH:3][c:4]2[c:9]([cH:10][cH:11]1)[NH:8][CH:7]([c:12]1[cH:13][c:14]([NH:18][S:28]([c:24]3[cH:23][c:22]([F:21])[cH:27][cH:26][cH:25]3)(=[O:29])=[O:30])[cH:15][cH:16][cH:17]1)[CH2:6][C:5]2([CH3:19])[CH3:20].